Dataset: the Open Reaction Database (ORD), a public repository of structured organic reaction records. Task: describe an organic reaction: reactants, conditions, products, and yield Solvent: C(Cl)Cl (CH2Cl2), C(C(F)(F)F)O (trifluoroethanol). Starting materials: C(C)(C)(C)OC1=C(C=CC=C1)NC1=CC(=C(C(=O)C2=C(C=CC=C2)C)C=C1)Cl (4-(2-tert-butoxy-phenylamino)-2-chloro-2′-methylbenzophenone), C(C)(C)(C)OC1=C(C=CC=C1)NC1=CC(=C(C(=O)C2=C(C=CC=C2)C)C=C1)Cl (4-(2-tert-butoxy-phenylamino)-2-chloro-2′-methylbenzophenone), C(=O)(O)[O-].[Na+] (NaHCO3), FC(C(=O)O)(F)F (Trifluoroacetic acid). Procedure details: A solution of 4-(2-tert-butoxy-phenylamino)-2-chloro-2′-methylbenzophenone (Compound 107) (1.33 g, 3.4 mmol) in a mixture of CH2Cl2 (5 ml) and trifluoroethanol (20 ml) was cooled to −5° C. under argron. Trifluoroacetic acid (423 mg, 3.7 mmol) was added dropwise and the reaction mixture was allowed to come to room temperature over 1 h. After 23 h at room temperature the reaction mixture was poured into saturated NaHCO3 and then extracted with EtOAc and CH2Cl2. The organic phases was collected, dr... As a reaction SMILES: C([O:5][C:6]1[CH:11]=[CH:10][CH:9]=[CH:8][C:7]=1[NH:12][C:13]1[CH:27]=[CH:26][C:16]([C:17]([C:19]2[CH:24]=[CH:23][CH:22]=[CH:21][C:20]=2[CH3:25])=[O:18])=[C:15]([Cl:28])[CH:14]=1)(C)(C)C.FC(F)(F)C(O)=O.C([O-])(O)=O.[Na+]>C(Cl)Cl.C(O)C(F)(F)F>[Cl:28][C:15]1[CH:14]=[C:13]([NH:12][C:7]2[CH:8]=[CH:9][CH:10]=[CH:11][C:6]=2[OH:5])[CH:27]=[CH:26][C:16]=1[C:17]([C:19]1[CH:24]=[CH:23][CH:22]=[CH:21][C:20]=1[CH3:25])=[O:18] |f:2.3|. Conditions: temperature -5 celsius, time 1 hour. Product: ClC1=C(C(=O)C2=C(C=CC=C2)C)C=CC(=C1)NC1=C(C=CC=C1)O (2-Chloro-4-(2-hydroxy-phenylamino)-2′-methylbenzophenone). The reactants are TEA, C1CCOC1 (THF), C(#C)C=1C=C(OC1)COC (4-ethynyl-2-(methoxymethyl)furan), IC1=CC=C(C(=O)N([C@@](C(=O)NC)(C(=O)NOC2OCCCC2)C)C)C=C1 ((2S)-2-[(4-iodobenzoyl)(methyl)amino]-N,2-dimethyl-N′-(tetrahydro-2H-pyran-2-yloxy)propanediamide), IC1=CC=C(C(=O)N([C@@](C(=O)NC)(C(=O)NOC2OCCCC2)C)C)C=C1 ((2S)-2-[(4-iodobenzoyl)(methyl)amino]-N,2-dimethyl-N′-(tetrahydro-2H-pyran-2-yloxy)propanediamide). The reagents and catalysts are Cl[Pd]([P](C1=CC=CC=C1)(C2=CC=CC=C2)C3=CC=CC=C3)([P](C4=CC=CC=C4)(C5=CC=CC=C5)C6=CC=CC=C6)Cl (PdCl2(PPh3)2), [Cu]I (CuI). Solvent: C(C)(=O)OCC (Ethyl acetate). The product is COCC1=CC(=CO1)C#CC1=CC=C(C(=O)N([C@@](C(=O)NC)(C(=O)NOC2OCCCC2)C)C)C=C1 ((2S)-2-[(4-{[5-(methoxymethyl)furan-3-yl]ethynyl}benzoyl)(methyl)amino]-N,2-dimethyl-N′-(tetrahydro-2H-pyran-2-yloxy)propanediamide). The yield is 82.9%. RXN SMILES: C1COCC1.[C:6]([C:8]1[CH:9]=[C:10]([CH2:13][O:14][CH3:15])[O:11][CH:12]=1)#[CH:7].I[C:17]1[CH:42]=[CH:41][C:20]([C:21]([N:23]([CH3:40])[C@:24]([CH3:39])([C:29]([NH:31][O:32][CH:33]2[CH2:38][CH2:37][CH2:36][CH2:35][O:34]2)=[O:30])[C:25]([NH:27][CH3:28])=[O:26])=[O:22])=[CH:19][CH:18]=1>Cl[Pd](Cl)([P](C1C=CC=CC=1)(C1C=CC=CC=1)C1C=CC=CC=1)[P](C1C=CC=CC=1)(C1C=CC=CC=1)C1C=CC=CC=1.[Cu]I.C(OCC)(=O)C>[CH3:15][O:14][CH2:13][C:10]1[O:11][CH:12]=[C:8]([C:6]#[C:7][C:17]2[CH:42]=[CH:41][C:20]([C:21]([N:23]([CH3:40])[C@:24]([CH3:39])([C:29]([NH:31][O:32][CH:33]3[CH2:38][CH2:37][CH2:36][CH2:35][O:34]3)=[O:30])[C:25]([NH:27][CH3:28])=[O:26])=[O:22])=[CH:19][CH:18]=2)[CH:9]=1 |^1:45,64|. Procedure details: PdCl2(PPh3)2 (70 mg), CuI (38 mg) and TEA (1.5 mL) were added to a THF (7.0 mL) solution of 4-ethynyl-2-(methoxymethyl)furan (0.24 g) as obtained in Example 18-(3) and (2S)-2-[(4-iodobenzoyl)(methyl)amino]-N,2-dimethyl-N′-(tetrahydro-2H-pyran-2-yloxy)propanediamide (Intermediate 15, 0.51 g), and the mixture was stirred for 5.5 hours at room temperature in a nitrogen atmosphere. Ethyl acetate (30 mL), OH type silica gel (1.9 g), cellpure (0.95 g) and activated carbon (50 mg) were added, the insol... The reactants are CCCC[Sn](CCCC)(CCCC)c1ccco1, Clc1nc(Cl)c2sccc2n1, CN(C)C=O, Cl[Pd]Cl, c1ccc(P(c2ccccc2)c2ccccc2)cc1, c1ccc(P(c2ccccc2)c2ccccc2)cc1. Yields the product Clc1nc(-c2ccco2)c2sccc2n1. RXN SMILES: [CH2:12]([Sn:13]([CH2:14][CH2:15][CH2:16][CH3:22])([c:17]1[o:18][cH:19][cH:20][cH:21]1)[CH2:23][CH2:24][CH2:25][CH3:26])[CH2:27][CH2:28][CH3:29].[Cl:1][c:2]1[n:3][c:4]([Cl:11])[c:5]2[c:6]([n:7]1)[cH:8][cH:9][s:10]2.[O:30]=[CH:31][N:32]([CH3:33])[CH3:34].[Pd:35]([Cl:36])[Cl:37].[c:38]1([P:39]([c:40]2[cH:41][cH:42][cH:43][cH:44][cH:45]2)[c:46]2[cH:47][cH:48][cH:49][cH:50][cH:51]2)[cH:52][cH:53][cH:54][cH:55][cH:56]1.[c:57]1([P:58]([c:59]2[cH:60][cH:61][cH:62][cH:63][cH:64]2)[c:65]2[cH:66][cH:67][cH:68][cH:69][cH:70]2)[cH:71][cH:72][cH:73][cH:74][cH:75]1>>[Cl:1][c:2]1[n:3][c:4](-[c:17]2[o:18][cH:19][cH:20][cH:21]2)[c:5]2[c:6]([n:7]1)[cH:8][cH:9][s:10]2. Starting materials: CC1N(CC(N(C1)C1COC1)C)C=1C=CC(=NC1)NC1=CC(=CN(C1=O)C)C1=C(C(=NC=C1)N1N=CC=2C=3CCCCC3SC2C1=O)C=O (4-[5-({5-[2,5-Dimethyl-4-(oxetan-3-yl)piperazin-1-yl]pyridin-2-yl}amino)-1-methyl-6-oxo-1,6-dihydropyridin-3-yl]-2-{6-oxo-8-thia-4,5-diazatricyclo[7.4.0.02,7]trideca-1(9),2(7),3-trien-5-yl}pyridine-3-carbaldehyde), [BH4-].[Na+] (NaBH4). Solvent: CO (methanol). Run at temperature 25 celsius, time 1 hour. The product is C[C@@H]1N(C[C@H](N(C1)C1COC1)C)C=1C=CC(=NC1)NC1=CC(=CN(C1=O)C)C1=C(C(=NC=C1)N1N=CC2=C(C1=O)SC1=C2CCCC1)CO (3-{5-[5-((2S,5R)-2,5-Dimethyl-4-oxetan-3-yl-piperazin-1-yl)-pyridin-2-ylamino]-3′-hydroxymethyl-1-methyl-6-oxo-1,6-dihydro-[3,4′]bipyridinyl-2′-yl}-6,7,8,9-tetrahydro-3H-benzo[4,5]thieno[2,3-d]pyridazin-4-one). Isolated yield 21.6%. Reaction SMILES: [CH3:1][CH:2]1[CH2:7][N:6]([CH:8]2[CH2:11][O:10][CH2:9]2)[CH:5]([CH3:12])[CH2:4][N:3]1[C:13]1[CH:14]=[CH:15][C:16]([NH:19][C:20]2[C:25](=[O:26])[N:24]([CH3:27])[CH:23]=[C:22]([C:28]3[CH:33]=[CH:32][N:31]=[C:30]([N:34]4[C:46](=[O:47])[C:45]5[S:44][C:43]6[CH2:42][CH2:41][CH2:40][CH2:39][C:38]=6[C:37]=5[CH:36]=[N:35]4)[C:29]=3[CH:48]=[O:49])[CH:21]=2)=[N:17][CH:18]=1.[BH4-].[Na+]>CO>[CH3:1][C@H:2]1[CH2:7][N:6]([CH:8]2[CH2:9][O:10][CH2:11]2)[C@H:5]([CH3:12])[CH2:4][N:3]1[C:13]1[CH:14]=[CH:15][C:16]([NH:19][C:20]2[C:25](=[O:26])[N:24]([CH3:27])[CH:23]=[C:22]([C:28]3[CH:33]=[CH:32][N:31]=[C:30]([N:34]4[C:46](=[O:47])[C:45]5[S:44][C:43]6[CH2:42][CH2:41][CH2:40][CH2:39][C:38]=6[C:37]=5[CH:36]=[N:35]4)[C:29]=3[CH2:48][OH:49])[CH:21]=2)=[N:17][CH:18]=1 |f:1.2|. Reported procedure: A mixture of 159a (130 mg, 0.19 mmol), NaBH4 (22 mg, 0.60), and methanol (10 mL) was stirred at 25° C. for 1 h. The mixture was then quenched with water (8 mL) and concentrated under reduced pressure. The residue was extracted with dichloromethane (2×10 mL). The combined dichloromethane extract was concentrated under reduced pressure and the residue was purified with reverse-phase prep-HPLC to afford 159 (28 mg, 22%). MS-ESI: [M+H]+ 681. 1H NMR (500 MHz, CDCl3) δ 8.71 (d, J=2.5 Hz, 1H), 8.65 (d,... The reactants are N(=C=S)CCC1CC(=NO1)C1=CC=CC=C1 (5-(2-isothiocyanatoethyl)-3-phenyl-2-isoxazoline), N1CCOCC1 (morpholine). The product is C1(=CC=CC=C1)C1=NOC(C1)CCNC(=S)N1CCOCC1 (N-[2-(3-phenyl-2-isoxazolin-5-yl)ethyl]-4-morpholinethiocarboxamide). As a reaction SMILES: [N:1]([CH2:4][CH2:5][CH:6]1[O:10][N:9]=[C:8]([C:11]2[CH:16]=[CH:15][CH:14]=[CH:13][CH:12]=2)[CH2:7]1)=[C:2]=[S:3].[NH:17]1[CH2:22][CH2:21][O:20][CH2:19][CH2:18]1>>[C:11]1([C:8]2[CH2:7][CH:6]([CH2:5][CH2:4][NH:1][C:2]([N:17]3[CH2:22][CH2:21][O:20][CH2:19][CH2:18]3)=[S:3])[O:10][N:9]=2)[CH:16]=[CH:15][CH:14]=[CH:13][CH:12]=1. Procedure: One hundred mg. of the product of Example 2 was reacted with excess morpholine to produce 100 mg. of product, m.p. 128°-130° C. Reactants: P(O)(O)=O.C(C)C(C1C(C2=NN(C=N2)C(C2=CC=CC=C2)(C2=CC=CC=C2)C2=CC=CC=C2)O1)CC (Diethyl (2RS,3RS)-2,3-epoxy-3(1-trityl-1,2,4-triazol-3-yl)propane phosphonate), Cl (hydrochloric acid). Product: P(O)(O)=O.C(C)C(C(C(C1=NNC=N1)Cl)O)CC (diethyl (2RS, 3RS)-3-chloro-2-hydroxy-3(1,2,4-triazol-3-yl)propane phosphonate). Reaction SMILES: [PH:1](=[O:4])([OH:3])[OH:2].[CH2:5]([CH:7]([CH2:35][CH3:36])[CH:8]1[O:34][CH:9]1[C:10]1[N:14]=[CH:13][N:12](C(C2C=CC=CC=2)(C2C=CC=CC=2)C2C=CC=CC=2)[N:11]=1)[CH3:6].[ClH:37]>>[PH:1](=[O:2])([OH:4])[OH:3].[CH2:5]([CH:7]([CH2:35][CH3:36])[CH:8]([OH:34])[CH:9]([Cl:37])[C:10]1[N:14]=[CH:13][NH:12][N:11]=1)[CH3:6] |f:0.1,3.4|. Procedure details: Diethyl (2RS,3RS)-2,3-epoxy-3(1-trityl-1,2,4-triazol-3-yl)propane phosphonate (0.39 g, prepared as described in Example 52) was treated with hydrochloric acid, as described in Example 53 for the (RS,SR) isomer, to give diethyl (2RS, 3RS)-3-chloro-2-hydroxy-3(1,2,4-triazol-3-yl)propane phosphonate (0.21 g) as a colourless oil, probably as its hydrochloride. NMR(D2O): δ1.15(6H,t), 2.15(2H,m), 4.00(4H,m), 4.45(1H,m), 5.17(1H,d), 8.75(1H,s). (No internal standard, solvent signal at δ4.67). Reactants: CC(=O)O[BH-](OC(C)=O)OC(C)=O, CC(=O)O, C1CC2CNCC1O2, CCC(C=O)N1C(=O)C(C)(CC(=O)O)CC(c2cccc(Cl)c2)C1c1ccc(Cl)cc1, Cl, [Na+]. The product is CCC(CN1CC2CCC(C1)O2)N1C(=O)C(C)(CC(=O)O)CC(c2cccc(Cl)c2)C1c1ccc(Cl)cc1. As a reaction SMILES: [C:41]([O:42][BH-:43]([O:44][C:45](=[O:46])[CH3:47])[O:48][C:49](=[O:50])[CH3:51])(=[O:52])[CH3:53].[CH3:55][C:56](=[O:57])[OH:58].[CH:32]12[CH2:33][NH:34][CH2:35][CH:36]([CH2:37][CH2:38]1)[O:39]2.[Cl:1][c:2]1[cH:3][c:4]([CH:8]2[CH2:9][C:10]([CH3:27])([CH2:28][C:29](=[O:30])[OH:31])[C:11](=[O:26])[N:12]([CH:21]([CH:22]=[O:23])[CH2:24][CH3:25])[CH:13]2[c:14]2[cH:15][cH:16][c:17]([Cl:20])[cH:18][cH:19]2)[cH:5][cH:6][cH:7]1.[ClH:40].[Na+:54]>>[Cl:1][c:2]1[cH:3][c:4]([CH:8]2[CH2:9][C:10]([CH3:27])([CH2:28][C:29](=[O:30])[OH:31])[C:11](=[O:26])[N:12]([CH:21]([CH2:22][N:34]3[CH2:33][CH:32]4[CH2:38][CH2:37][CH:36]([CH2:35]3)[O:39]4)[CH2:24][CH3:25])[CH:13]2[c:14]2[cH:15][cH:16][c:17]([Cl:20])[cH:18][cH:19]2)[cH:5][cH:6][cH:7]1.